This data is from the Open Reaction Database (ORD), a public repository of structured organic reaction records. The task is: describe an organic reaction: reactants, conditions, products, and yield Reactants: BrCCCCCBr, CCCCCCCCCCCCCCCCCCOCCCO, CCCCCCCCCCCCCCCC[N+](C)(C)C, [Cl-], [Na+], [OH-]. Yields the product CCCCCCCCCCCCCCCCCCOCCCOCCCCCBr. RXN SMILES: [Br:24][CH2:25][CH2:26][CH2:27][CH2:28][CH2:29][Br:30].[CH2:1]([CH2:2][CH2:3][CH2:4][CH2:5][CH2:6][CH2:7][CH2:8][CH2:9][CH2:10][CH2:11][CH2:12][CH2:13][CH2:14][CH2:15][CH2:16][CH2:17][CH3:18])[O:19][CH2:20][CH2:21][CH2:22][OH:23].[CH3:34][CH2:35][CH2:36][CH2:37][CH2:38][CH2:39][CH2:40][CH2:41][CH2:42][CH2:43][CH2:44][CH2:45][CH2:46][CH2:47][CH2:48][CH2:49][N+:50]([CH3:51])([CH3:52])[CH3:53].[Cl-:33].[Na+:32].[OH-:31]>>[CH2:1]([CH2:2][CH2:3][CH2:4][CH2:5][CH2:6][CH2:7][CH2:8][CH2:9][CH2:10][CH2:11][CH2:12][CH2:13][CH2:14][CH2:15][CH2:16][CH2:17][CH3:18])[O:19][CH2:20][CH2:21][CH2:22][O:23][CH2:29][CH2:28][CH2:27][CH2:26][CH2:25][Br:24]. Starting materials: FC(OC1=CC=C(C=C1)NC(C=1C=C(C(=O)N)C=CC1OC)=O)(F)F (3-N-(4-trifluoromethoxyphenyl)-4-methoxyisophthalamide), BrCC(=O)OCC (ethyl bromoacetate). Product: C(C)OC(COC1=C(C=C(C=C1)C(N)=O)C(NC1=CC=C(C=C1)OC(F)(F)F)=O)=O ([4-carbamoyl-2-(4-trifluoromethoxy-phenylcarbamoyl)-phenoxy]-acetic acid ethyl ester). Reaction SMILES: [F:1][C:2]([F:25])([F:24])[O:3][C:4]1[CH:9]=[CH:8][C:7]([NH:10][C:11](=[O:23])[C:12]2[CH:13]=[C:14]([CH:18]=[CH:19][C:20]=2[O:21][CH3:22])[C:15]([NH2:17])=[O:16])=[CH:6][CH:5]=1.BrC[C:28]([O:30][CH2:31][CH3:32])=[O:29]>>[CH2:31]([O:30][C:28](=[O:29])[CH2:22][O:21][C:20]1[CH:19]=[CH:18][C:14]([C:15](=[O:16])[NH2:17])=[CH:13][C:12]=1[C:11](=[O:23])[NH:10][C:7]1[CH:8]=[CH:9][C:4]([O:3][C:2]([F:24])([F:25])[F:1])=[CH:5][CH:6]=1)[CH3:32]. Reported procedure: The captioned compound was synthesized from 3-N-(4-trifluoromethoxyphenyl)-4-methoxyisophthalamide and ethyl bromoacetate by the same procedure as in the manufacturing method described in Example 1-1-2. Starting materials: N(=NC(=O)N1CCCCC1)C(=O)N1CCCCC1 (1,1′-(azodicarbonyl)dipiperidine), C(C1=CC=CC=C1)N(CCC(CC(C)C)O)C (1-(benzyl-methyl-amino)-5-methyl-hexan-3-ol), OC1=CC=CC2=C1C=CS2 (4-hydroxybenzo-thiophene), C(CCC)P(CCCC)CCCC (tributylphosphine). Run in C1(=CC=CC=C1)C (toluene), ClCCl (dichloromethane). The product is S1C2=C(C=C1)C(=CC=C2)OC(CCN(C)CC2=CC=CC=C2)CC(C)C ([3-(benzo[b]thiophen-4-yloxy)-5-methyl-hexyl]-benzyl-methyl-amine). The yield is 59.2%. RXN SMILES: N(C(N1CCCCC1)=O)=NC(N1CCCCC1)=O.[CH2:19]([N:26]([CH3:35])[CH2:27][CH2:28][CH:29]([OH:34])[CH2:30][CH:31]([CH3:33])[CH3:32])[C:20]1[CH:25]=[CH:24][CH:23]=[CH:22][CH:21]=1.O[C:37]1[C:42]2[CH:43]=[CH:44][S:45][C:41]=2[CH:40]=[CH:39][CH:38]=1.C(P(CCCC)CCCC)CCC>ClCCl.C1(C)C=CC=CC=1>[S:45]1[CH:44]=[CH:43][C:42]2[C:37]([O:34][CH:29]([CH2:30][CH:31]([CH3:32])[CH3:33])[CH2:28][CH2:27][N:26]([CH2:19][C:20]3[CH:25]=[CH:24][CH:23]=[CH:22][CH:21]=3)[CH3:35])=[CH:38][CH:39]=[CH:40][C:41]1=2. Procedure: Add 1,1′-(azodicarbonyl)dipiperidine (1.6901 g, 6.698 mmol) to a stirred solution of 1-(benzyl-methyl-amino)-5-methyl-hexan-3-ol (1.0463 g, 4.445 mmol), 4-hydroxybenzo-thiophene (1.0027 g, 6.676 mmol), tributylphosphine (1.70 mL, 6.82 mmol), and anhydrous toluene (15 mL). Heat the reaction to 70° C. under nitrogen for 18 hours. Cool the reaction to room temperature and dilute with dichloromethane. Filter off the solid material and concentrate the solvent off on a rotary evaporator to give the cr... Starting materials: Cc1nn2c(c1C#N)NCCC2, [NH4+], [OH-], O=S(=O)(O)O. The product is Cc1nn2c(c1C(N)=O)NCCC2. RXN SMILES: [CH3:1][c:2]1[n:3][n:4]2[c:5]([c:10]1[C:11]#[N:12])[NH:6][CH2:7][CH2:8][CH2:9]2.[NH4+:13].[OH-:14].[S:15](=[O:16])(=[O:17])([OH:18])[OH:19]>>[CH3:1][c:2]1[n:3][n:4]2[c:5]([c:10]1[C:11]([NH2:12])=[O:14])[NH:6][CH2:7][CH2:8][CH2:9]2. The reactants are CC=1C(=C(NC1/C=C\2/C(=C(C(=O)N2)C=C)C)CC3=C(C(=C(N3)/C=C\4/C(=C(C(=O)N4)C)C=C)C)CCC(=O)O)CCC(=O)O (bilirubin), CC=1C(=C(NC1/C=C\2/C(=C(C(=O)N2)C=C)C)CC3=C(C(=C(N3)/C=C\4/C(=C(C(=O)N4)C)C=C)C)CCC(=O)O)CCC(=O)O (bilirubin), CC=1C(=C(NC1/C=C\2/C(=C(C(=O)N2)C=C)C)CC3=C(C(=C(N3)/C=C\4/C(=C(C(=O)N4)C)C=C)C)CCC(=O)O)CCC(=O)O (bilirubin), CC=1C(=C(NC1/C=C\2/C(=C(C(=O)N2)C=C)C)CC3=C(C(=C(N3)/C=C\4/C(=C(C(=O)N4)C)C=C)C)CCC(=O)O)CCC(=O)O (bilirubin), ( B576-480 ), C1=CC(=CC=C1N)S(=O)(=O)O (sufanilic acid). The product is CCCC1=C(C(=CC2=NC(=O)C(=C2C=C)C)N=C1NNC3=CC=C(C=C3)S(=O)(=O)O)C (azobilirubin). As a reaction SMILES: CC1C(CCC(O)=O)=C(CC2[NH:22][C:21](/[CH:23]=[C:24]3/[C:25]([CH:31]=[CH2:32])=[C:26]([CH3:30])[C:27]([NH:29]/3)=[O:28])=[C:20](C)[C:19]=2CCC(O)=O)NC=1/C=C1/C(C)=C(C=C)C(N/1)=O.[CH:44]1[C:49]([NH2:50])=[CH:48][CH:47]=[C:46]([S:51]([OH:54])(=[O:53])=[O:52])[CH:45]=1>>[CH3:26][CH2:25][CH2:24][C:23]1[C:21]([NH:22][NH:50][C:49]2[CH:44]=[CH:45][C:46]([S:51]([OH:54])(=[O:52])=[O:53])=[CH:47][CH:48]=2)=[N:22][C:21](=[CH:23][C:24]2[C:25]([CH:31]=[CH2:32])=[C:26]([CH3:30])[C:27](=[O:28])[N:29]=2)[C:20]=1[CH3:19]. Procedure details: Assays for determination of total bilirubin (serum or plasma) levels may be adapted for use on a droplet actuator. In one example, the total bilirubin assay kit (B576-480) available from Teco Diagnostics may be adapted for use on a droplet actuator. The total bilirubin assay is a colorimetric assay based on the reaction between bilirubin and diazotized sufanilic acid to produce azobilirubin which has an absorbance maximum at 560 nm wavelength in the presence of dimethylsulfoxide (DMSO) solvent. ...